This data is from the Open Reaction Database (ORD), a public repository of structured organic reaction records. The task is: describe an organic reaction: reactants, conditions, products, and yield Starting materials: ClC(Cl)Cl, CC(C)(O)Cn1c(CCl)nc2cnc3ccccc3c21, [NH4+], [OH-], O=C(OO)c1cccc(Cl)c1, Cc1ccc(S(=O)(=O)Cl)cc1. Yields the product CC(C)(O)Cn1c(CCl)nc2c(N)nc3ccccc3c21. RXN SMILES: [CH:45]([Cl:46])([Cl:47])[Cl:48].[Cl:12][CH2:13][c:14]1[n:15]([CH2:27][C:28]([CH3:29])([OH:30])[CH3:31])[c:16]2[c:17]([cH:18][n:19][c:20]3[cH:21][cH:22][cH:23][cH:24][c:25]23)[n:26]1.[NH4+:32].[OH-:33].[OH:1][O:2][C:3]([c:4]1[cH:5][c:6]([Cl:7])[cH:8][cH:9][cH:10]1)=[O:11].[c:34]1([CH3:35])[cH:36][cH:37][c:38]([S:39]([Cl:40])(=[O:41])=[O:42])[cH:43][cH:44]1>>[Cl:12][CH2:13][c:14]1[n:15]([CH2:27][C:28]([CH3:29])([OH:30])[CH3:31])[c:16]2[c:17]([c:18]([NH2:32])[n:19][c:20]3[cH:21][cH:22][cH:23][cH:24][c:25]23)[n:26]1. The reactants are COC(=O)CCl, Cl, [H-], [Na+], O=C1c2ccccc2S(=O)(=O)N1Cc1ccc2c(c1)OCO2. The product is COC(=O)C1=C(O)c2ccccc2S(=O)(=O)N1Cc1ccc2c(c1)OCO2. RXN SMILES: [Cl:23][CH2:24][C:25](=[O:26])[O:27][CH3:28].[ClH:31].[H-:29].[Na+:30].[O:1]1[CH2:2][O:3][c:4]2[c:5]1[cH:6][cH:7][c:8]([CH2:10][N:11]1[S:12](=[O:21])(=[O:22])[c:13]3[c:14]([cH:17][cH:18][cH:19][cH:20]3)[C:15]1=[O:16])[cH:9]2>>[O:1]1[CH2:2][O:3][c:4]2[c:5]1[cH:6][cH:7][c:8]([CH2:10][N:11]1[S:12](=[O:21])(=[O:22])[c:13]3[c:14]([cH:17][cH:18][cH:19][cH:20]3)[C:15]([OH:16])=[C:24]1[C:25](=[O:26])[O:27][CH3:28])[cH:9]2. Starting materials: CI (methyliodide), FC1=CC2=C(CCCCC2NS(=O)(=O)CC)C=C1 (3-fluoro-5-(N-ethylsulfonylamino)-6,7,8,9-tetrahydro-5H-benzocycloheptene), [H-].[Na+] (sodium hydride). Run in CC(=O)N(C)C (DMA), CC(=O)N(C)C (DMA). Run at time 3 hour. Yields the product FC1=CC2=C(CCCCC2N(C)S(=O)(=O)CC)C=C1 (3-fluoro-5-(N-ethylsulfonyl-N-methylamino)-6,7,8,9-tetrahydro-5H-benzocycloheptene). Isolated yield 74.8%. As a reaction SMILES: [F:1][C:2]1[CH:18]=[CH:17][C:5]2[CH2:6][CH2:7][CH2:8][CH2:9][CH:10]([NH:11][S:12]([CH2:15][CH3:16])(=[O:14])=[O:13])[C:4]=2[CH:3]=1.[H-].[Na+].[CH3:21]I>CC(N(C)C)=O>[F:1][C:2]1[CH:18]=[CH:17][C:5]2[CH2:6][CH2:7][CH2:8][CH2:9][CH:10]([N:11]([S:12]([CH2:15][CH3:16])(=[O:13])=[O:14])[CH3:21])[C:4]=2[CH:3]=1 |f:1.2|. Procedure: A solution of 0.81 g (3 mmol) of 3-fluoro-5-(N-ethylsulfonylamino)-6,7,8,9-tetrahydro-5H-benzocyclohepte (Example 1) in 10 ml of DMA was added dropwise under argon to a suspension of 0.12 g (4.1 mmol) of 80 percent sodium hydride in 5 ml of DMA. After stirring at RT for 3 h, 0.63 g (4.5 mmol) of methyliodide was added dropwise and the mixture was stirred overnight at RT. After distilling off the solvent, the residue was treated with water and extracted with EA. The organic phase was concentrated... Starting materials: O=c1[nH]nc(CSCc2ccc(Br)cc2)[nH]1, O=C(OO)c1cccc(Cl)c1, [Na+], CN(C)C=O, O, O=C([O-])O. Yields the product O=c1[nH]nc(CS(=O)(=O)Cc2ccc(Br)cc2)[nH]1. Reaction SMILES: [Br:1][c:2]1[cH:3][cH:4][c:5]([CH2:8][S:9][CH2:10][c:11]2[nH:12][c:13](=[O:16])[nH:14][n:15]2)[cH:6][cH:7]1.[Cl:17][c:18]1[cH:19][cH:20][cH:21][c:22]([C:23]([O:24][OH:26])=[O:25])[cH:27]1.[Na+:29].[O:34]=[CH:35][N:36]([CH3:37])[CH3:38].[OH2:28].[OH:30][C:31](=[O:32])[O-:33]>>[Br:1][c:2]1[cH:3][cH:4][c:5]([CH2:8][S:9]([CH2:10][c:11]2[nH:12][c:13](=[O:16])[nH:14][n:15]2)(=[O:25])=[O:28])[cH:6][cH:7]1. Reactants: CN(CC(C(=O)C1=CC=C(C=C1)Cl)C)C (3-dimethylamino-2-methyl-4'-chloropropiophenone), ClC1=CC=C(C=C1)C1=NNCC1C (3-(4-chlorophenyl)-4-methyl-4,5-dihydro-1H-pyrazole), O.NN (hydrazine monohydrate), [OH-].[Na+] (sodium hydroxide). The solvent is C(CC)O (n-propanol). Product: ClC1=CC=C(C=C1)N1N=CC(C1)C (4-chlorophenyl-4-methyl-4,5-dihydro-1H-pyrazole). Reaction SMILES: CN(C)CC(C)C([C:7]1[CH:12]=[CH:11][C:10]([Cl:13])=[CH:9][CH:8]=1)=O.O.NN.[OH-].[Na+].ClC1C=CC([C:28]2[CH:32]([CH3:33])[CH2:31][NH:30][N:29]=2)=CC=1>C(O)CC>[Cl:13][C:10]1[CH:9]=[CH:8][C:7]([N:30]2[CH2:31][CH:32]([CH3:33])[CH:28]=[N:29]2)=[CH:12][CH:11]=1 |f:1.2,3.4|. Procedure: In a 500 ml round bottomed flask equipped with a reflux condensor was placed 100 g of 3-dimethylamino-2-methyl-4'-chloropropiophenone (0.47 mole), 200 ml of n-propanol, 48 g of hydrazine monohydrate (0.96 mole), and 5 g of 50% aqueous sodium hydroxide. The mixture was refluxed for 2 hours. The solvent was removed in vacuo and the product was partitioned between methylene chloride and water. The organic layer was washed 3 times with water and dried over anyhdrous magnesium sulfate. The organic la... The reactants are O=C([O-])[O-], C1CCOC1, CCOC(C)=O, NC1=NC2(CO1)c1cc(I)ccc1Oc1ncc(Br)cc12, [K+], [K+], O, c1ccc(P(c2ccccc2)(c2ccccc2)[Pd](P(c2ccccc2)(c2ccccc2)c2ccccc2)(P(c2ccccc2)(c2ccccc2)c2ccccc2)P(c2ccccc2)(c2ccccc2)c2ccccc2)cc1, OB(O)c1cccnc1. Yields the product NC1=NC2(CO1)c1cc(-c3cccnc3)ccc1Oc1ncc(Br)cc12. Reaction SMILES: [C:36](=[O:37])([O-:38])[O-:39].[CH2:31]1[O:32][CH2:33][CH2:34][CH2:35]1.[CH3:120][CH2:121][O:122][C:123](=[O:124])[CH3:125].[I:1][c:2]1[cH:3][c:4]2[c:14]([cH:15][cH:16]1)[O:13][c:7]1[c:6]([cH:11][c:10]([Br:12])[cH:9][n:8]1)[C:5]21[N:17]=[C:18]([NH2:21])[O:19][CH2:20]1.[K+:40].[K+:41].[OH2:42].[cH:43]1[cH:44][cH:45][c:46]([P:47]([Pd:48]([P:49]([c:50]2[cH:51][cH:52][cH:53][cH:54][cH:55]2)([c:56]2[cH:57][cH:58][cH:59][cH:60][cH:61]2)[c:62]2[cH:63][cH:64][cH:65][cH:66][cH:67]2)([P:68]([c:69]2[cH:70][cH:71][cH:72][cH:73][cH:74]2)([c:75]2[cH:76][cH:77][cH:78][cH:79][cH:80]2)[c:81]2[cH:82][cH:83][cH:84][cH:85][cH:86]2)[P:87]([c:88]2[cH:89][cH:90][cH:91][cH:92][cH:93]2)([c:94]2[cH:95][cH:96][cH:97][cH:98][cH:99]2)[c:100]2[cH:101][cH:102][cH:103][cH:104][cH:105]2)([c:106]2[cH:107][cH:108][cH:109][cH:110][cH:111]2)[c:112]2[cH:113][cH:114][cH:115][cH:116][cH:117]2)[cH:118][cH:119]1.[n:22]1[cH:23][c:24]([B:28]([OH:29])[OH:30])[cH:25][cH:26][cH:27]1>>[c:2]1(-[c:24]2[cH:23][n:22][cH:27][cH:26][cH:25]2)[cH:3][c:4]2[c:14]([cH:15][cH:16]1)[O:13][c:7]1[c:6]([cH:11][c:10]([Br:12])[cH:9][n:8]1)[C:5]21[N:17]=[C:18]([NH2:21])[O:19][CH2:20]1. Reactants: CCOC1Cc2ccccc2C1Nc1nc(CC)c(-c2ccc(Cl)cc2Cl)nc1CC, CCc1nc(-c2ccc(Cl)cc2Cl)c(CC)nc1NC1CN(C(=O)OCc2ccccc2)CC1O, FCCBr. Yields the product CCc1nc(-c2ccc(Cl)cc2Cl)c(CC)nc1NC1CN(C(=O)OCc2ccccc2)CC1OCCF. As a reaction SMILES: [Cl:1][c:2]1[cH:3][c:4]([Cl:5])[cH:6][cH:7][c:8]1-[c:9]1[n:10][c:11]([CH2:12][CH3:13])[c:14]([NH:15][CH:16]2[c:17]3[c:18]([cH:19][cH:20][cH:21][cH:22]3)[CH2:23][CH:24]2[O:25][CH2:26][CH3:27])[n:28][c:29]1[CH2:30][CH3:31].[Cl:32][c:33]1[c:34](-[c:40]2[n:41][c:42]([CH2:65][CH3:66])[c:43]([NH:48][CH:49]3[CH2:50][N:51]([C:55](=[O:56])[O:57][CH2:58][c:59]4[cH:60][cH:61][cH:62][cH:63][cH:64]4)[CH2:52][CH:53]3[OH:54])[n:44][c:45]2[CH2:46][CH3:47])[cH:35][cH:36][c:37]([Cl:39])[cH:38]1.[F:67][CH2:68][CH2:69][Br:70]>>[Cl:32][c:33]1[c:34](-[c:40]2[n:41][c:42]([CH2:65][CH3:66])[c:43]([NH:48][CH:49]3[CH2:50][N:51]([C:55](=[O:56])[O:57][CH2:58][c:59]4[cH:60][cH:61][cH:62][cH:63][cH:64]4)[CH2:52][CH:53]3[O:54][CH2:69][CH2:68][F:67])[n:44][c:45]2[CH2:46][CH3:47])[cH:35][cH:36][c:37]([Cl:39])[cH:38]1.